Dataset: the Open Reaction Database (ORD), a public repository of structured organic reaction records. Task: describe an organic reaction: reactants, conditions, products, and yield Starting materials: Cc1nc(C(=O)O)c(C(F)(F)F)o1, CO, CN(C)C=O, O=C(Cl)C(=O)Cl, Cc1ccc(Oc2ccc3nc(NC(=O)C4CC4)nn3c2)cc1N, [Na+], [Na+], O=C([O-])[O-], C1CCOC1, O. Yields the product Cc1nc(C(=O)Nc2cc(Oc3ccc4nc(NC(=O)C5CC5)nn4c3)ccc2C)c(C(F)(F)F)o1. Reaction SMILES: [CH3:1][c:2]1[o:3][c:4]([C:10]([F:11])([F:12])[F:13])[c:5]([C:7](=[O:8])[OH:9])[n:6]1.[CH3:56][OH:57].[CH3:58][N:59]([CH3:60])[CH:61]=[O:62].[Cl:14][C:15]([C:16]([Cl:17])=[O:18])=[O:19].[NH2:20][c:21]1[cH:22][c:23]([O:24][c:25]2[cH:26][cH:27][c:28]3[n:29]([cH:30]2)[n:31][c:32]([NH:34][C:35](=[O:36])[CH:37]2[CH2:38][CH2:39]2)[n:33]3)[cH:40][cH:41][c:42]1[CH3:43].[Na+:44].[Na+:45].[O-:46][C:47](=[O:48])[O-:49].[O:50]1[CH2:51][CH2:52][CH2:53][CH2:54]1.[OH2:55]>>[CH3:1][c:2]1[o:3][c:4]([C:10]([F:11])([F:12])[F:13])[c:5]([C:7](=[O:9])[NH:20][c:21]2[cH:22][c:23]([O:24][c:25]3[cH:26][cH:27][c:28]4[n:29]([cH:30]3)[n:31][c:32]([NH:34][C:35](=[O:36])[CH:37]3[CH2:38][CH2:39]3)[n:33]4)[cH:40][cH:41][c:42]2[CH3:43])[n:6]1. Starting materials: C1(CC1)C1=C(C=CC=C1)N1C(CNCC1)C (1-(cyclopropyl phenyl)-methyl piperazine), C(=O)([O-])[O-].[Na+].[Na+] (Na2CO3), C(C=CC1=CC=CC=C1)(=O)Cl (cinnamoyl chloride). Solvent: C1=CC=CC=C1 (benzene), C1=CC=CC=C1 (benzene). Run at time 4 hour. Product: Cl.C1(CC1)C1=C(C=CC=C1)N1C(CN(CC1)C(C=CC1=CC=CC=C1)=O)C (1-(cyclopropyl phenyl)-methyl-4-cinnamoyl piperazine hydrochloride). Isolated yield 64.0%. RXN SMILES: [CH:1]1([C:4]2[CH:9]=[CH:8][CH:7]=[CH:6][C:5]=2[N:10]2[CH2:15][CH2:14][NH:13][CH2:12][CH:11]2[CH3:16])[CH2:3][CH2:2]1.C([O-])([O-])=O.[Na+].[Na+].[C:23]([Cl:33])(=[O:32])[CH:24]=[CH:25][C:26]1[CH:31]=[CH:30][CH:29]=[CH:28][CH:27]=1>C1C=CC=CC=1>[ClH:33].[CH:1]1([C:4]2[CH:9]=[CH:8][CH:7]=[CH:6][C:5]=2[N:10]2[CH2:15][CH2:14][N:13]([C:23](=[O:32])[CH:24]=[CH:25][C:26]3[CH:31]=[CH:30][CH:29]=[CH:28][CH:27]=3)[CH2:12][CH:11]2[CH3:16])[CH2:3][CH2:2]1 |f:1.2.3,6.7|. Procedure: A flask containing a solution of 21.6 g (0.1 mole) of 1-(cyclopropyl phenyl)-methyl piperazine (boiling point: 147°-148°C), at a pressure of 1.8 to 2 mm of Hg in 100 ml of dry benzene was cooled to 5°C. 11 g of anhydrous Na2CO3 were added, and a solution of 16.6 g (0.1 mole) of cinnamoyl chloride in 50 ml of dry benzene was introduced dropwise, with stirring; this addition was effected at a rate such that the temperature of the mixture did not rise above 10°C. It was then left to return to the a... The reactants are [H-].[Na+] (sodium hydride), NC[C@@H](COC)O ((2S)-1-amino-3-methoxy-2-propanol), FC1=NC=C(C=C1)F (2,5-difluoropyridine). Run in CC(=O)N(C)C (dimethylacetamide), CC(=O)N(C)C (dimethylacetamide). Run at time 1 hour. The product is FC=1C=CC(=NC1)O[C@@H](CN)COC ((2S)-2-[(5-Fluoropyridin-2-yl)oxy]-3-methoxypropan-1-amine). Yield: 40.7%. As a reaction SMILES: [H-].[Na+].[NH2:3][CH2:4][C@H:5]([OH:9])[CH2:6][O:7][CH3:8].F[C:11]1[CH:16]=[CH:15][C:14]([F:17])=[CH:13][N:12]=1>CC(N(C)C)=O>[F:17][C:14]1[CH:15]=[CH:16][C:11]([O:9][C@H:5]([CH2:6][O:7][CH3:8])[CH2:4][NH2:3])=[N:12][CH:13]=1 |f:0.1|. Reported procedure: Suspend sodium hydride (60% in mineral oil, 13.56 g, 339.1 mmol) in dimethylacetamide (245.7 mL) and add a solution of (2S)-1-amino-3-methoxy-2-propanol (31.0 g, 147.4 mmol) in dimethylacetamide (59.0 mL) over 30 minutes. Stir for one hour; then add 2,5-difluoropyridine (17.03 mL, 162.17 mmol) over a 30 min interval; and stir at ambient temperature for an additional 1.5 hours. Slowly add water (930 mL) to quench the reaction. Extract the resulting mixture with EtoAc (4×300 mL) and combine the or... Reactants: ClC=1N=C(C2=C(N1)C=C(S2)CN2CCN(CC2)C)N2CCOCC2 (2-chloro-6-(4-methyl-piperazin-1-yl-methyl)-4-morpholin-4-yl-thieno[3,2-d]pyrimidine), N1C=CC=2C(=CC=CC12)B(O)O (indole-4-boronic acid), C(O)([O-])=O.[Na+] (sodium hydrogen carbonate). The reagents and catalysts are Cl[Pd]([P](C1=CC=CC=C1)(C2=CC=CC=C2)C3=CC=CC=C3)([P](C4=CC=CC=C4)(C5=CC=CC=C5)C6=CC=CC=C6)Cl (bis(triphenylphosphine)palladium(II) chloride). Run in C1(=CC=CC=C1)C (toluene), C(C)O (ethanol), O (water). Run at temperature 120 celsius. Yields the product N1C=CC2=C(C=CC=C12)C=1N=C(C2=C(N1)C=C(S2)CN2CCN(CC2)C)N2CCOCC2 (2-(1H-Indol-4-yl)-6-(4-methyl-piperazin-1-ylmethyl)-4-morpholin-4-yl-thieno[3,2-d]pyrimidine). Isolated yield 19.0%. Reaction SMILES: Cl[C:2]1[N:3]=[C:4]([N:19]2[CH2:24][CH2:23][O:22][CH2:21][CH2:20]2)[C:5]2[S:10][C:9]([CH2:11][N:12]3[CH2:17][CH2:16][N:15]([CH3:18])[CH2:14][CH2:13]3)=[CH:8][C:6]=2[N:7]=1.[NH:25]1[C:33]2[CH:32]=[CH:31][CH:30]=[C:29](B(O)O)[C:28]=2[CH:27]=[CH:26]1.C(=O)([O-])O.[Na+]>C1(C)C=CC=CC=1.C(O)C.O.Cl[Pd](Cl)([P](C1C=CC=CC=1)(C1C=CC=CC=1)C1C=CC=CC=1)[P](C1C=CC=CC=1)(C1C=CC=CC=1)C1C=CC=CC=1>[NH:25]1[C:33]2[C:28](=[C:29]([C:2]3[N:3]=[C:4]([N:19]4[CH2:24][CH2:23][O:22][CH2:21][CH2:20]4)[C:5]4[S:10][C:9]([CH2:11][N:12]5[CH2:17][CH2:16][N:15]([CH3:18])[CH2:14][CH2:13]5)=[CH:8][C:6]=4[N:7]=3)[CH:30]=[CH:31][CH:32]=2)[CH:27]=[CH:26]1 |f:2.3,^1:55,74|. Procedure details: A mixture of 2-chloro-6-(4-methyl-piperazin-1-ylmethyl)-4-morpholin-4-yl-thieno[3,2-d]pyrimidine (72) (100 mg, 0.27 mmol), indole-4-boronic acid (1.1 eq., 48 mg), sodium hydrogen carbonate (3 eq., 69 mg) and bis(triphenylphosphine)palladium(II) chloride (0.05 eq., 10 mg) in toluene (2.5 mL), ethanol (1.5 mL) and water (0.7 mL) was flushed with argon and heated under microwave irradiation at 120° C. for 1 hour. The reaction mixture was partitioned between dichloromethane and water, organic layer ... Starting materials: C1(=CC=CC=C1)C1=NCC(C1)C#N (2-phenyl-1-pyrroline-4-carbonitrile), N1=CC=CC=C1 (Pyridine). Run in COCCOC (1,2-dimethoxyethane). Conditions: time 18 hour. The product is C1(=CC=CC=C1)C=1NC=C(C1)C#N (2-phenyl-pyrrole-4-carbonitrile). Isolated yield 59.5%. As a reaction SMILES: [C:1]1([C:7]2[CH2:11][CH:10]([C:12]#[N:13])[CH2:9][N:8]=2)[CH:6]=[CH:5][CH:4]=[CH:3][CH:2]=1.N1C=CC=CC=1>COCCOC>[C:1]1([C:7]2[NH:8][CH:9]=[C:10]([C:12]#[N:13])[CH:11]=2)[CH:2]=[CH:3][CH:4]=[CH:5][CH:6]=1. Procedure details: Under a nitrogen purge 2,3-dichloro-5,6-dicyano-1,4-bonzoquinone (0.23 g; 0.001 mol) and 2-phenyl-1-pyrroline-4-carbonitrile (0.17 g; 0.001 mol) is dissolved in 1,2-dimethoxyethane (13 mL) to form a clear orange solution. Pyridine (0.08 mL; 0,001 mol) is added in a single portion, causing a slight exotherm (to ca. 28° C.) and an immediate formation of a green/grey precipitate. The suspension is stirred at room temperature for 18 hours during which time much of the solvent evaporates. The brownis... Starting materials: C12(CC1)OC1=C(C=C2)C=C(C=C1)C(=O)O (spiro[2H-1-benzopyran-2,1′-cyclopropane]-6-carboxylic acid), COC(CC1=C(C=C(C=C1)C#CC=1C=C(C2=C(C(CC3(CC3)O2)(C)C)C1)C1CC1)F)=O (4-[(8-cyclopropyl-3,4-dihydro-4,4-dimethylspiro[2H-1-benzopyran-2,1′-cyclopropane]-6-yl)ethynyl]-2-fluoro-benzeneacetic acid methyl ester), COC(CC1=C(C=C(C=C1)C#CC=1C=C(C2=C(C(CC3(CC3)O2)(C)C)C1)C1CC1)F)=O (4-[(8-cyclopropyl-3,4-dihydro-4,4-dimethylspiro[2H-1-benzopyran-2,1′-cyclopropane]-6-yl)ethynyl]-2-fluoro-benzeneacetic acid methyl ester), C(C)(=O)OC1=C(C=C(C=C1)O)C(C)(C)C (t-butyl-4-hydroxy-phenyl acetate), C(C)(C)(C)OC(CC1=CC=C(C=C1)O)=O (4-Hydroxy phenyl acetic acid-t-butyl ester), Cl.CN(CCCN=C=NCC)C (1-(3-dimethylaminopropyl)-3-ethylcarbodiimide hydrochloride). Reagents/catalysts: CN(C1=CC=NC=C1)C (4-dimethylaminopyridine). The solvent is C(C)(=O)OCC (ethyl acetate), ClCCl (dichloromethane), CCCCCC (hexane). Run at time 8 hour. Product: C(C)C=1C=C(C=C2C(CC(OC12)(C)C)(C)C)C#CC1=CC=C(C=C1)CC(=O)O ([4-(8-Ethyl-2,2,4,4-tetramethyl-chroman-6-yl-ethynyl)phenyl] acetic acid). Reaction SMILES: C12(C=CC3C=C(C(O)=O)C=CC=3O1)CC2.C[O:17][C:18](=[O:46])[CH2:19][C:20]1[CH:25]=[CH:24][C:23]([C:26]#[C:27][C:28]2[CH:29]=[C:30]([CH:42]3C[CH2:43]3)[C:31]3[O:38][C:35]4([CH2:37][CH2:36]4)[CH2:34][C:33]([CH3:40])([CH3:39])[C:32]=3[CH:41]=2)=[CH:22][C:21]=1F.C(OC1C=CC(O)=CC=1C(C)(C)C)(=O)C.C(OC(=O)CC1C=CC(O)=CC=1)(C)(C)C.Cl.CN(C)CCCN=C=NCC>ClCCl.CN(C)C1C=CN=CC=1.CCCCCC.C(OCC)(=O)C>[CH2:42]([C:30]1[CH:29]=[C:28]([C:27]#[C:26][C:23]2[CH:24]=[CH:25][C:20]([CH2:19][C:18]([OH:46])=[O:17])=[CH:21][CH:22]=2)[CH:41]=[C:32]2[C:31]=1[O:38][C:35]([CH3:36])([CH3:37])[CH2:34][C:33]2([CH3:40])[CH3:39])[CH3:43] |f:4.5|. Procedure: A solution of spiro[2H-1-benzopyran-2,1′-cyclopropane]-6-carboxylic acid, 8-cyclopropyl-3,4-dihydro-4,4-dimethyl- (Intermediate 49, 0.06 g, 0.22 mmol) in anhydrous dichloromethane (5 mL) was treated with tert-butyl-4-hydroxy phenyl acetate (Reagent E, 0.05 g, 0.22 mmol) followed by 1-(3-dimethylaminopropyl)-3-ethylcarbodiimide hydrochloride (0.11 g, 0.22 mmol) and 4-dimethylaminopyridine (0.028 g, 0.22 mmol). The resulting solution was stirred at ambient temperature overnight. The reaction mixtu... Reactants: C1(CCCC1)C(=O)N1CC(CC(C1)C1=CC=C(C=C1)CC)C(=O)O (1-(cyclopentylcarbonyl)-5-(4-ethylphenyl)piperidine-3-carboxylic acid), ClC1=C(C=CC=C1)CC(N)=NO (2-(2-chlorophenyl)-N′-hydroxyethanimidamide). The product is ClC1=C(CC2=NOC(=N2)C2CN(CC(C2)C2=CC=C(C=C2)CC)C(=O)C2CCCC2)C=CC=C1 (3-[3-(2-Chlorobenzyl)-1,2,4-oxadiazol-5-yl]-1-(cyclopentylcarbonyl)-5-(4-ethylphenyl)piperidine). Reaction SMILES: [CH:1]1([C:6]([N:8]2[CH2:13][CH:12]([C:14]3[CH:19]=[CH:18][C:17]([CH2:20][CH3:21])=[CH:16][CH:15]=3)[CH2:11][CH:10]([C:22](O)=O)[CH2:9]2)=[O:7])[CH2:5][CH2:4][CH2:3][CH2:2]1.[Cl:25][C:26]1[CH:31]=[CH:30][CH:29]=[CH:28][C:27]=1[CH2:32][C:33](=[N:35][OH:36])[NH2:34]>>[Cl:25][C:26]1[CH:31]=[CH:30][CH:29]=[CH:28][C:27]=1[CH2:32][C:33]1[N:34]=[C:22]([CH:10]2[CH2:11][CH:12]([C:14]3[CH:15]=[CH:16][C:17]([CH2:20][CH3:21])=[CH:18][CH:19]=3)[CH2:13][N:8]([C:6]([CH:1]3[CH2:5][CH2:4][CH2:3][CH2:2]3)=[O:7])[CH2:9]2)[O:36][N:35]=1. Procedure details: 66 mg (0.20 mmol) of 1-(cyclopentylcarbonyl)-5-(4-ethylphenyl)piperidine-3-carboxylic acid (Example 7A) and 41 mg (0.22 mmol, 1.1 eq.) of 2-(2-chlorophenyl)-N′-hydroxyethanimidamide were reacted according to the General Method 1. Yield: 21 mg (22% of theory)